From a dataset of the Open Reaction Database (ORD), a public repository of structured organic reaction records. describe an organic reaction: reactants, conditions, products, and yield Reactants: COC(=O)c1ccc(C)nc1, CC(=O)OC(C)=O, COc1ccc(C=O)cc1, Cc1ccccc1C. The product is COC(=O)c1ccc(C=Cc2ccc(OC)cc2)nc1. Reaction SMILES: [CH3:1][c:2]1[n:3][cH:4][c:5]([C:6](=[O:7])[O:8][CH3:9])[cH:10][cH:11]1.[CH3:22][C:23]([O:24][C:25](=[O:26])[CH3:27])=[O:28].[CH:12]([c:13]1[cH:14][cH:15][c:16]([O:19][CH3:20])[cH:17][cH:18]1)=[O:21].[c:29]1([CH3:30])[c:31]([CH3:32])[cH:33][cH:34][cH:35][cH:36]1>>[CH:1]([c:2]1[n:3][cH:4][c:5]([C:6](=[O:7])[O:8][CH3:9])[cH:10][cH:11]1)=[CH:12][c:13]1[cH:14][cH:15][c:16]([O:19][CH3:20])[cH:17][cH:18]1. Yields the product C(C1=CC=CC=C1)N1C(C=2C(CC1)=[N+](ON2)[O-])=O (5-benzyl-6,7-dihydro[1,2,5]oxadiazolo[3,4-c]pyridin-4(5H)-one-1-oxide). RXN SMILES: Cl[O-].[Na+].[CH2:4]([N:11]1[CH2:16][CH2:15][C:14](=[N:17][OH:18])[C:13](=[N:19][OH:20])[C:12]1=[O:21])[C:5]1[CH:10]=[CH:9][CH:8]=[CH:7][CH:6]=1.[OH-].[Na+]>>[CH2:4]([N:11]1[CH2:16][CH2:15][C:14]2=[N+:17]([O-:18])[O:20][N:19]=[C:13]2[C:12]1=[O:21])[C:5]1[CH:10]=[CH:9][CH:8]=[CH:7][CH:6]=1 |f:0.1,3.4|. Yield: 88.4%. Starting materials: Cl[O-].[Na+] (sodium hypochlorite), C(C1=CC=CC=C1)N1C(C(C(CC1)=NO)=NO)=O (1-benzylpiperidine-2,3,4-trione-3,4-dioxime), [OH-].[Na+] (sodium hydroxide). Procedure: 80 ml of 14% strength sodium hypochlorite solution are rapidly added dropwise at 0° C. to a solution of 3.0 g (12 mmol) of 1-benzylpiperidine-2,3,4-trione-3,4-dioxime in 80 ml of 10% strength sodium hydroxide solution. The deposited precipitate is immediately filtered off with suction, washed with water and dried in vacuo. 2.6 g (87%) of 5-benzyl-6,7-dihydro[1,2,5]oxadiazolo[3,4-c]pyridin-4(5H)-one-1-oxide, m.p. 118°-120° C., are obtained, 1H-NMR (DMSO): δ=2.95 (t), 3.65 (t), 4.70 (t), 7.35 (s),... The reactants are BrBr (Bromine), C(C)(=O)OCCN1N=NN=C1 (1H-tetrazole-1-ethanol acetate). The solvent is C(Cl)(Cl)Cl (chloroform), C(C)(=O)O (acetic acid), C(Cl)(Cl)Cl (chloroform). Product: C(C)(=O)OCCN1N=NN=C1Br (5-Bromo-1H-tetrazole-1-ethanol acetate). Yield: 94.7%. Reaction SMILES: [Br:1]Br.[C:3]([O:6][CH2:7][CH2:8][N:9]1[CH:13]=[N:12][N:11]=[N:10]1)(=[O:5])[CH3:4]>C(Cl)(Cl)Cl.C(O)(=O)C>[C:3]([O:6][CH2:7][CH2:8][N:9]1[C:13]([Br:1])=[N:12][N:11]=[N:10]1)(=[O:5])[CH3:4]. Reported procedure: Bromine (69.1 g) in chloroform (80 ml) was added to a stirred refluxing solution of 1H-tetrazole-1-ethanol acetate (ester) (33.8 g) in acetic acid (200 ml) and chloroform (400 ml). After 72 h the mixture was cooled and evaporated, excess, saturated potassium carbonate solution was added and the mixture was extracted with ethyl acetate to give the title compound (48.2 g) as a cream solid, m.p. 55°-6° (from diethyl ether). The reactants are O=Cc1cn(Cc2ccc(OCc3ccccc3)cc2)nc1-c1ccc(F)cc1, COCCOC, CC(C)(C)[O-], CO, [Cl-], [K+], [NH4+], [C-]#[N+]CS(=O)(=O)c1ccc(C)cc1. Product: N#CCc1cn(Cc2ccc(OCc3ccccc3)cc2)nc1-c1ccc(F)cc1. As a reaction SMILES: [CH2:20]([c:21]1[cH:22][cH:23][cH:24][cH:25][cH:26]1)[O:27][c:28]1[cH:29][cH:30][c:31]([CH2:32][n:33]2[n:34][c:35](-[c:40]3[cH:41][cH:42][c:43]([F:46])[cH:44][cH:45]3)[c:36]([CH:38]=[O:39])[cH:37]2)[cH:47][cH:48]1.[CH2:51]([CH2:52][O:53][CH3:54])[O:55][CH3:56].[CH3:14][C:15]([CH3:16])([O-:17])[CH3:18].[CH3:57][OH:58].[Cl-:49].[K+:19].[NH4+:50].[c:1]1([CH3:2])[cH:3][cH:4][c:5]([S:6](=[O:8])(=[O:9])[CH2:10][N+:11]#[C-:7])[cH:12][cH:13]1>>[C:10](#[N:11])[CH2:38][c:36]1[c:35](-[c:40]2[cH:41][cH:42][c:43]([F:46])[cH:44][cH:45]2)[n:34][n:33]([CH2:32][c:31]2[cH:30][cH:29][c:28]([O:27][CH2:20][c:21]3[cH:22][cH:23][cH:24][cH:25][cH:26]3)[cH:48][cH:47]2)[cH:37]1.